This data is from the Open Reaction Database (ORD), a public repository of structured organic reaction records. The task is: describe an organic reaction: reactants, conditions, products, and yield Reactants: COCCOCCOc1cccc2cc(C(=O)Nc3ccccc3NC(=O)OC(C)(C)C)oc12, COCCOCCOc1ccc2sc(C(=O)Nc3ccccc3N)cc2c1. Yields the product COCCOCCOc1cccc2cc(C(=O)Nc3ccccc3N)oc12. RXN SMILES: [C:1]([O:2][C:3](=[O:4])[NH:7][c:8]1[c:9]([NH:14][C:15](=[O:16])[c:17]2[o:18][c:19]3[c:20]([cH:21]2)[cH:22][cH:23][cH:24][c:25]3[O:26][CH2:27][CH2:28][O:29][CH2:30][CH2:31][O:32][CH3:33])[cH:10][cH:11][cH:12][cH:13]1)([CH3:5])([CH3:6])[CH3:34].[NH2:35][c:36]1[cH:37][cH:38][cH:39][cH:40][c:41]1[NH:42][C:43]([c:44]1[s:45][c:46]2[cH:47][cH:48][c:49]([O:50][CH2:51][CH2:52][O:53][CH2:54][CH2:55][O:56][CH3:57])[cH:58][c:59]2[cH:60]1)=[O:61]>>[NH2:7][c:8]1[c:9]([NH:14][C:15](=[O:16])[c:17]2[o:18][c:19]3[c:20]([cH:21]2)[cH:22][cH:23][cH:24][c:25]3[O:26][CH2:27][CH2:28][O:29][CH2:30][CH2:31][O:32][CH3:33])[cH:10][cH:11][cH:12][cH:13]1. Reactants: C(C)OC(=O)C1=C(NC=2C1=NC=CC2Cl)C (Ethyl-7-chloro-2-methyl-1H-pyrrolo[3,2-b]pyridine-3-carboxylate), C1(CC1)COC1=C(C=C(C=C1)C)B1OC(C(O1)(C)C)(C)C (2-(2-cyclopropylmethoxy-5-methyl-phenyl)-4,4,5,5-tetramethyl-[1,3,2]dioxaborolane). Product: C1(CC1)COC1=C(C=C(C=C1)C)C1=C2C(=NC=C1)C(=C(N2)C)C(=O)OCC (Ethyl 7-[2-(cyclopropylmethoxy)-5-methylphenyl]-2-methyl-1H-pyrrolo[3,2-b]pyridine-3-carboxylate). RXN SMILES: [CH2:1]([O:3][C:4]([C:6]1[C:10]2=[N:11][CH:12]=[CH:13][C:14](Cl)=[C:9]2[NH:8][C:7]=1[CH3:16])=[O:5])[CH3:2].[CH:17]1([CH2:20][O:21][C:22]2[CH:27]=[CH:26][C:25]([CH3:28])=[CH:24][C:23]=2B2OC(C)(C)C(C)(C)O2)[CH2:19][CH2:18]1>>[CH:17]1([CH2:20][O:21][C:22]2[CH:23]=[CH:24][C:25]([CH3:28])=[CH:26][C:27]=2[C:14]2[CH:13]=[CH:12][N:11]=[C:10]3[C:6]([C:4]([O:3][CH2:1][CH3:2])=[O:5])=[C:7]([CH3:16])[NH:8][C:9]=23)[CH2:18][CH2:19]1. Procedure details: Starting from ethyl-7-chloro-2-methyl-1H-pyrrolo[3,2-b]pyridine-3-carboxylate (example A3) and 2-(2-cyclopropylmethoxy-5-methyl-phenyl)-4,4,5,5-tetramethyl-[1,3,2]dioxaborolane (example B.c7) the title compound is obtained as pale yellow solid.